The task is: describe an organic reaction: reactants, conditions, products, and yield. This data is from the Open Reaction Database (ORD), a public repository of structured organic reaction records. Reactants: CC(C)(C)OC(=O)Nc1ccc(O)cc1, CS(C)=O, O=Cc1ccc(Cl)c([N+](=O)[O-])c1, [K+], [OH-]. Product: CC(C)(C)OC(=O)Nc1ccc(Oc2ccc(C=O)cc2[N+](=O)[O-])cc1. Reaction SMILES: [C:13]([CH3:14])([CH3:15])([CH3:16])[O:17][C:18]([NH:19][c:20]1[cH:21][cH:22][c:23]([OH:26])[cH:24][cH:25]1)=[O:27].[CH3:30][S:31]([CH3:32])=[O:33].[Cl:1][c:2]1[c:3]([N+:10](=[O:11])[O-:12])[cH:4][c:5]([CH:6]=[O:7])[cH:8][cH:9]1.[K+:29].[OH-:28]>>[c:2]1([O:26][c:23]2[cH:22][cH:21][c:20]([NH:19][C:18]([O:17][C:13]([CH3:14])([CH3:15])[CH3:16])=[O:27])[cH:25][cH:24]2)[c:3]([N+:10](=[O:11])[O-:12])[cH:4][c:5]([CH:6]=[O:7])[cH:8][cH:9]1. Reactants: C1CCNCC1, COC(=O)c1cccc2cccc(C=O)c12, COC(=O)C[N+](=O)[O-], CCO, CCOC(C)=O, Cl. The product is COC(=O)C(C1OC(=O)c2cccc3cccc1c23)[N+](=O)[O-]. RXN SMILES: [CH2:17]1[CH2:18][CH2:19][NH:20][CH2:21][CH2:22]1.[CH3:1][O:2][C:3](=[O:4])[c:5]1[cH:6][cH:7][cH:8][c:9]2[cH:10][cH:11][cH:12][c:13]([CH:15]=[O:16])[c:14]12.[CH3:23][O:24][C:25]([CH2:26][N+:27](=[O:28])[O-:29])=[O:30].[CH3:32][CH2:33][OH:34].[CH3:35][CH2:36][O:37][C:38](=[O:39])[CH3:40].[ClH:31]>>[C:3]1(=[O:4])[c:5]2[cH:6][cH:7][cH:8][c:9]3[cH:10][cH:11][cH:12][c:13]([c:14]23)[CH:15]([CH:26]([C:25]([O:24][CH3:23])=[O:30])[N+:27](=[O:28])[O-:29])[O:16]1. Procedure: In analogy to the procedure described in example 108 c], [rac]-2-ethoxy-3-(7-hydroxy-benzo[b]thiophen-4-yl)-propionic acid methyl ester (example 151 a]) was treated with 4-chloromethyl-2-(4-isopropoxy-phenyl)-5-methyl-oxazole (prepared from 4-isopropoxy-benzaldehyde and diacetyl monoxyme followed by treatment with POCl3 in analogy to the procedures described in examples 21 a] and b]) and sodium hydride in N,N-dimethylformamide to yield [rac]-2-ethoxy-3-{7-[2-(4-isopropoxy-phenyl)-5-methyl-oxazol... The solvent is CN(C=O)C (N,N-dimethylformamide). Reactants: COC(C(CC1=CC=C(C=2SC=CC21)O)OCC)=O ([rac]-2-ethoxy-3-(7-hydroxy-benzo[b]thiophen-4-yl)-propionic acid methyl ester), O=P(Cl)(Cl)Cl (POCl3), [H-].[Na+] (sodium hydride), ClCC=1N=C(OC1C)C1=CC=C(C=C1)OC(C)C (4-chloromethyl-2-(4-isopropoxy-phenyl)-5-methyl-oxazole), C(C)(C)OC1=CC=C(C=O)C=C1 (4-isopropoxy-benzaldehyde). Reaction SMILES: [CH3:1][O:2][C:3](=[O:19])[CH:4]([O:16][CH2:17][CH3:18])[CH2:5][C:6]1[C:14]2[CH:13]=[CH:12][S:11][C:10]=2[C:9]([OH:15])=[CH:8][CH:7]=1.Cl[CH2:21][C:22]1[N:23]=[C:24]([C:28]2[CH:33]=[CH:32][C:31]([O:34][CH:35]([CH3:37])[CH3:36])=[CH:30][CH:29]=2)[O:25][C:26]=1[CH3:27].C(OC1C=CC(C=O)=CC=1)(C)C.O=P(Cl)(Cl)Cl.[H-].[Na+]>CN(C)C=O>[CH3:1][O:2][C:3](=[O:19])[CH:4]([O:16][CH2:17][CH3:18])[CH2:5][C:6]1[C:14]2[CH:13]=[CH:12][S:11][C:10]=2[C:9]([O:15][CH2:21][C:22]2[N:23]=[C:24]([C:28]3[CH:33]=[CH:32][C:31]([O:34][CH:35]([CH3:37])[CH3:36])=[CH:30][CH:29]=3)[O:25][C:26]=2[CH3:27])=[CH:8][CH:7]=1 |f:4.5|. The product is COC(C(CC1=CC=C(C=2SC=CC21)OCC=2N=C(OC2C)C2=CC=C(C=C2)OC(C)C)OCC)=O ([rac]-2-ethoxy-3-{7-[2-(4-isopropoxy-phenyl)-5-methyl-oxazol-4-ylmethoxy]-benzo[b]thiophen-4-yl}-propionic acid methyl ester).